This data is from the Open Reaction Database (ORD), a public repository of structured organic reaction records. The task is: describe an organic reaction: reactants, conditions, products, and yield The reactants are CC1(OB(OC1(C)C)C=1C=NN(C1)CCCO)C (3-[4-(4,4,5,5-tetramethyl-1,3,2-dioxaborolan-2-yl)-1H-pyrazol-1-yl]propan-1-ol), C(C1=CC=CC=C1)OCC(CN1N=CC(=C1)B1OC(C(O1)(C)C)(C)C)C (1-[3-(Benzyloxy)-2-methylpropyl]-4-(4,4,5,5-tetramethyl-1,3,2-dioxaborolan-2-yl)-1H-pyrazole). Product: CC(CO)CN1N=CC(=C1)B1OC(C(O1)(C)C)(C)C (2-methyl-3-[4-(4,4,5,5-tetramethyl-1,3,2-dioxaborolan-2-yl)-1H-pyrazol-1-yl]propan-1-ol). Isolated yield 91.0%. Reaction SMILES: CC1(C)C(C)(C)OB(C2C=NN(CCCO)C=2)O1.C([O:26][CH2:27][CH:28]([CH3:44])[CH2:29][N:30]1[CH:34]=[C:33]([B:35]2[O:39][C:38]([CH3:41])([CH3:40])[C:37]([CH3:43])([CH3:42])[O:36]2)[CH:32]=[N:31]1)C1C=CC=CC=1>>[CH3:44][CH:28]([CH2:29][N:30]1[CH:34]=[C:33]([B:35]2[O:39][C:38]([CH3:41])([CH3:40])[C:37]([CH3:42])([CH3:43])[O:36]2)[CH:32]=[N:31]1)[CH2:27][OH:26]. Reported procedure: Prepared analogously to Compound 3E using 1-[3-(Benzyloxy)-2-methylpropyl]-4-(4,4,5,5-tetramethyl-1,3,2-dioxaborolan-2-yl)-1H-pyrazole to afford 376 mg of the title compound (91%). 1H NMR (CDCl3, 400 MHz): δ=7.81 (s, 1H) 7.70 (s, 1H) 4.22-4.29 (m, 1H) 4.13-4.20 (m, 1H) 3.51-3.55 (m, 1H) 3.50 (s, 1H) 3.36 (dd, J=11.37, 6.57 Hz, 1H) 2.16-2.26 (m, 1H) 1.33 (s, 12H) 0.93 (d, J=6.82 Hz, 3H). MS (ESI): m/z=267.18 [M+H]+. UPLC: tR=1.18 min (UPLC-TOF: polar—3 min). Reactants: C(C)(C)(C)OC(=O)N[C@@H](CC(C)C)C(=O)NCC(=O)O (N-t-butoxycarbonyl-leucyl-glycine), ClC1=C(C(=C(C(=C1O)Cl)Cl)Cl)Cl (pentachlorophenol), C1(CCCCC1)N=C=NC1CCCCC1 (dicyclohexylcarbodiimide). Solvent: O1CCCC1 (tetrahydrofuran). Product: ClC1=C(C(=C(C(=C1OC(CNC([C@@H](NC(=O)OC(C)(C)C)CC(C)C)=O)=O)Cl)Cl)Cl)Cl (N-t-butoxycarbonyl-leucyl-glycine-pentachlorophenyl ester). Reaction SMILES: [C:1]([O:5][C:6]([NH:8][C@H:9]([C:14]([NH:16][CH2:17][C:18]([OH:20])=[O:19])=[O:15])[CH2:10][CH:11]([CH3:13])[CH3:12])=[O:7])([CH3:4])([CH3:3])[CH3:2].[Cl:21][C:22]1[C:27](O)=[C:26]([Cl:29])[C:25]([Cl:30])=[C:24]([Cl:31])[C:23]=1[Cl:32].C1(N=C=NC2CCCCC2)CCCCC1>O1CCCC1>[Cl:21][C:22]1[C:27]([O:19][C:18](=[O:20])[CH2:17][NH:16][C:14](=[O:15])[C@H:9]([CH2:10][CH:11]([CH3:12])[CH3:13])[NH:8][C:6]([O:5][C:1]([CH3:3])([CH3:2])[CH3:4])=[O:7])=[C:26]([Cl:29])[C:25]([Cl:30])=[C:24]([Cl:31])[C:23]=1[Cl:32]. Procedure details: In 300 ml of tetrahydrofuran were dissolved 40.0 g of N-t-butoxycarbonyl-leucyl-glycine and 38.8 g of pentachlorophenol, after which 30.0 g of dicyclohexylcarbodiimide (DCC) was added with ice-cooling, and the resulting mixture was subjected to reaction overnight. The insoluble material was collected by filtration and the solvent was removed by distillation to obtain a solid, which was recrystallized from ethyl acetate and petroleum ether to obtain N-t-butoxycarbonyl-leucyl-glycine-pentachloroph... The reactants are Cl (HCl), C(C)OC(C1=CC=C(C=C1)C(CCC(C1=CC=CC=C1)=O)=O)=O (4-(4-Oxo-4-phenyl-butyryl)-benzoic acid ethyl ester), diketone, [OH-].[K+] (KOH). Run in C1CCOC1 (THF). Reaction conditions: temperature 65 celsius. Yields the product O=C(CCC(=O)C1=CC=C(C(=O)O)C=C1)C1=CC=CC=C1 (4-(4-Oxo-4-phenyl-butyryl)-benzoic acid). The yield is 99.8%. Reaction SMILES: C([O:3][C:4](=[O:23])[C:5]1[CH:10]=[CH:9][C:8]([C:11](=[O:22])[CH2:12][CH2:13][C:14](=[O:21])[C:15]2[CH:20]=[CH:19][CH:18]=[CH:17][CH:16]=2)=[CH:7][CH:6]=1)C.[OH-].[K+].Cl>C1COCC1>[O:21]=[C:14]([C:15]1[CH:20]=[CH:19][CH:18]=[CH:17][CH:16]=1)[CH2:13][CH2:12][C:11]([C:8]1[CH:9]=[CH:10][C:5]([C:4]([OH:23])=[O:3])=[CH:6][CH:7]=1)=[O:22] |f:1.2|. Reported procedure: 4-(4-Oxo-4-phenyl-butyryl)-benzoic acid ethyl ester (3.22 g, 10.4 mmol) is dissolved in THF (100 mL) and an aqueous solution of KOH (15.6 mmol in 50 mL) is added. The reaction is stirred and heated (65° C.) for 6 h, whereupon HPLC analysis indicated the formation of a single product at the expense of the diketone. The reaction is neutralized with aqueous HCl and the THF removed in vacuo. The resulting solid is dissolved in EtOAc and the organic phase dried (Na2SO4), filtered and concentrated to ... The reactants are C1=CC=CC2=C(C3=CC=CC=C3C(=C12)C=O)C=O (anthracene-9,10-dicarboxaldehyde), CN(CCNN)C ([2-(dimethylamino)ethyl]hydrazine). The reagents and catalysts are C(C)(=O)O (acetic acid). Solvent: C(C)O (ethanol). Reaction conditions: temperature 45 celsius. Yields the product CN(CCNN=CC=1C2=CC=CC=C2C(=C2C=CC=CC12)C=NNCCN(C)C)C (9,10-Anthracenedicarboxaldehyde bis[(2-dimethylaminoethyl)hydrazone]). RXN SMILES: [CH:1]1[C:14]2[C:5](=[C:6]([CH:17]=O)[C:7]3[C:12]([C:13]=2[CH:15]=O)=[CH:11][CH:10]=[CH:9][CH:8]=3)[CH:4]=[CH:3][CH:2]=1.[CH3:19][N:20]([CH3:25])[CH2:21][CH2:22][NH:23][NH2:24]>C(O)(=O)C.C(O)C>[CH3:19][N:20]([CH3:25])[CH2:21][CH2:22][NH:23][N:24]=[CH:15][C:13]1[C:14]2[C:5]([C:6]([CH:17]=[N:24][NH:23][CH2:22][CH2:21][N:20]([CH3:25])[CH3:19])=[C:7]3[C:12]=1[CH:11]=[CH:10][CH:9]=[CH:8]3)=[CH:4][CH:3]=[CH:2][CH:1]=2. Procedure: A suspension of 4.68 g. of anthracene-9,10-dicarboxaldehyde in 100 ml. of ethanol containing 4.13 g. of [2-(dimethylamino)ethyl]hydrazine [Elslager et al., J. Med. Chem. I, 493 (1964)] containing two drops of acetic acid is stirred and heated under reflux for two hours. The resulting solution is filtered, concentrated, allowed to cool to 45° C., diluted with petroleum ether, then allowed to cool further at 5° C. The desired product separates as an orange solid and is collected by filtration.